Dataset: the Open Reaction Database (ORD), a public repository of structured organic reaction records. Task: describe an organic reaction: reactants, conditions, products, and yield The reactants are ClCCl, OCCc1ccccc1F, [Na+], [Na+], O=S([O-])([O-])=S. Yields the product O=CCc1ccccc1F. Reaction SMILES: [Cl:18][CH2:19][Cl:20].[F:1][c:2]1[c:3]([CH2:8][CH2:9][OH:10])[cH:4][cH:5][cH:6][cH:7]1.[Na+:16].[Na+:17].[S:11]([O-:12])([O-:13])(=[O:14])=[S:15]>>[F:1][c:2]1[c:3]([CH2:8][CH:9]=[O:10])[cH:4][cH:5][cH:6][cH:7]1. The reactants are C([O-])([O-])=O.[K+].[K+] (potassium carbonate), C(C1=CC=CC=C1)Br (benzyl bromide), C(C)(C)(C)OC(=O)N[C@@H](CC(C)C)[C@@H](O)CC(O)=O (N-(t-butyloxycarbonyl)-statine). The solvent is CN(C=O)C (dimethylformamide). Product: C(C1=CC=CC=C1)OC(C[C@@H]([C@@H](NC(=O)OC(C)(C)C)CC(C)C)O)=O (N-(t-butyloxycarbonyl)-statine benzyl ester). Isolated yield 81.0%. Reaction SMILES: [C:1]([O:5][C:6]([NH:8][C@H:9]([C@H:14]([CH2:16][C:17](=[O:19])[OH:18])[OH:15])[CH2:10][CH:11]([CH3:13])[CH3:12])=[O:7])([CH3:4])([CH3:3])[CH3:2].C(=O)([O-])[O-].[K+].[K+].[CH2:26](Br)[C:27]1[CH:32]=[CH:31][CH:30]=[CH:29][CH:28]=1>CN(C)C=O>[CH2:26]([O:19][C:17](=[O:18])[CH2:16][C@H:14]([OH:15])[C@H:9]([CH2:10][CH:11]([CH3:13])[CH3:12])[NH:8][C:6]([O:5][C:1]([CH3:3])([CH3:2])[CH3:4])=[O:7])[C:27]1[CH:32]=[CH:31][CH:30]=[CH:29][CH:28]=1 |f:1.2.3|. Reported procedure: N-(t-butyloxycarbonyl)-statine (1141 mg., 5.12 mmol) were dissolved in 20 ml of dimethylformamide. 708 mg. of potassium carbonate and 0.609 ml of benzyl bromide was then added. After the reaction was complete, the reaction mixture was concentrated, taken up in ethyl acetate, washed twice with 5 ml of H2O, dried over MgSO4, filtered and concentrated to yield 1510 mg of a yellow oil (81% yield). 1H NMR, 90 mHz, CDCl3, partial, 0.92 (d, J=7 Hz, 6H), 1.42 (s, 9H, Boc), 2.58 (m, 2H), 4.05 (m, 1H), 4.... Run at time 2 minute. RXN SMILES: CCN(C(C)C)C(C)C.[N:10]1[CH:15]=[CH:14][N:13]=[CH:12][C:11]=1[C:16]([OH:18])=O.C1C=CC2N(O)N=NC=2C=1.CCN=C=NCCCN(C)C.FC(F)(F)C(O)=O.[NH2:47][CH2:48][C:49]([N:51]1[CH2:56][CH2:55][N:54]([C:57](=[O:68])[C:58]2[CH:63]=[CH:62][CH:61]=[CH:60][C:59]=2[C:64]([F:67])([F:66])[F:65])[CH2:53][CH2:52]1)=[O:50]>CN(C=O)C.O>[O:50]=[C:49]([N:51]1[CH2:52][CH2:53][N:54]([C:57](=[O:68])[C:58]2[CH:63]=[CH:62][CH:61]=[CH:60][C:59]=2[C:64]([F:67])([F:66])[F:65])[CH2:55][CH2:56]1)[CH2:48][NH:47][C:16]([C:11]1[CH:12]=[N:13][CH:14]=[CH:15][N:10]=1)=[O:18] |f:4.5|. Reactants: FC(C(=O)O)(F)F.NCC(=O)N1CCN(CC1)C(C1=C(C=CC=C1)C(F)(F)F)=O (2-amino-1-[4-(2-trifluoromethyl-benzoyl)-piperazin-1-yl]-ethanone trifluoroacetic acid salt), CCN(C(C)C)C(C)C (DIPEA), N1=C(C=NC=C1)C(=O)O (pyrazine-2-carboxylic acid), C=1C=CC2=C(C1)N=NN2O (HOBT), CCN=C=NCCCN(C)C (EDCI). Procedure details: DIPEA (78 mg, 0.1 mL, 0.6 mmol) was added to a stirred solution of pyrazine-2-carboxylic acid (25 mg, 0.2 mmol) in DMF (0.5 mL). HOBT (32 mg, 0.24 mmol) and EDCI (46 mg, 0.24 mmol) were then added at room temperature. After 2 minutes, 2-amino-1-[4-(2-trifluoromethyl-benzoyl)-piperazin-1-yl]-ethanone trifluoroacetic acid salt (104 mg, 0.24 mmol) was added and the resulting mixture was stirred at room temperature overnight. Cold water was then added and the product was extracted with EtOAc and the... Yield: 33.2%. Yields the product O=C(CNC(=O)C1=NC=CN=C1)N1CCN(CC1)C(C1=C(C=CC=C1)C(F)(F)F)=O (pyrazine-2-carboxylic acid {2-oxo-2-[4-(2-trifluoromethyl-benzoyl)-piperazin-1-yl]-ethyl}-amide). The solvent is O (water), CN(C)C=O (DMF). The reactants are C(CC)N(C1CC2=CC(=C(C=C2C1)C(=O)[O-])C(=O)[O-])CCC (2-(dipropylamino)-2,3-dihydro-1H-indene-5,6-dicarboxylate), NCC1=NC=CC=C1 (2-aminomethylpyridine), Cl (HCl). Yields the product C(CC)N(C1CC=2C(=CC=3C(N(C(C3C2)=O)CC2=NC=CC=C2)=O)C1)CCC (6-(Dipropylamino)-6,7-dihydro-2-(2-pyridinylmethyl)cyclopent[f]isoindole-1,3(2H,5H)-dione). As a reaction SMILES: [CH2:1]([N:4]([CH2:20][CH2:21][CH3:22])[CH:5]1[CH2:13][C:12]2[C:7](=[CH:8][C:9]([C:17]([O-:19])=O)=[C:10]([C:14]([O-:16])=O)[CH:11]=2)[CH2:6]1)[CH2:2][CH3:3].[NH2:23][CH2:24][C:25]1[CH:30]=[CH:29][CH:28]=[CH:27][N:26]=1.Cl>>[CH2:20]([N:4]([CH2:1][CH2:2][CH3:3])[CH:5]1[CH2:6][C:7]2=[CH:8][C:9]3[C:17](=[O:19])[N:23]([CH2:24][C:25]4[CH:30]=[CH:29][CH:28]=[CH:27][N:26]=4)[C:14](=[O:16])[C:10]=3[CH:11]=[C:12]2[CH2:13]1)[CH2:21][CH3:22]. Procedure details: Using procedure 49, 2-(dipropylamino)-2,3-dihydro-1H-indene-5,6-dicarboxylate (92, 0.35 g, 1.0 mmol) was treated with 2-aminomethylpyridine (0.4 mL, 4.0 mmol). Purification via using silica gel, eluting with 2:1 CH2Cl2 /acetone, afforded an oil that was converted to an HCl salt and recrystallized from hot MeOH/EtOAc to give 115 as a white solid (m.p. 130-135° C.). Starting materials: COC(=O)N=C=S, CC(C)=O, NC(=O)Sc1ccc(N)c([N+](=O)[O-])c1. Product: COC(=O)NC(=S)Nc1ccc(SC(N)=O)cc1[N+](=O)[O-]. RXN SMILES: [CH3:15][O:16][C:17](=[O:18])[N:19]=[C:20]=[S:21].[CH3:22][C:23](=[O:24])[CH3:25].[NH2:1][c:2]1[c:3]([N+:12](=[O:13])[O-:14])[cH:4][c:5]([S:8][C:9]([NH2:10])=[O:11])[cH:6][cH:7]1>>[NH:1]([c:2]1[c:3]([N+:12](=[O:13])[O-:14])[cH:4][c:5]([S:8][C:9]([NH2:10])=[O:11])[cH:6][cH:7]1)[C:20]([NH:19][C:17]([O:16][CH3:15])=[O:18])=[S:21]. Starting materials: CCN(C(C)C)C(C)C, CCN1CCC(N)CC1, CN(C)C=O, COc1cc(C(=O)O)ccc1Nc1ncc2c(n1)N(C1CCCC1)CC(F)(F)C(=O)N2C, O. The product is CCN1CCC(NC(=O)c2ccc(Nc3ncc4c(n3)N(C3CCCC3)CC(F)(F)C(=O)N4C)c(OC)c2)CC1. As a reaction SMILES: [CH2:33]([N:34]([CH:35]([CH3:36])[CH3:37])[CH:38]([CH3:39])[CH3:40])[CH3:41].[CH2:42]([CH3:43])[N:44]1[CH2:45][CH2:46][CH:47]([NH2:50])[CH2:48][CH2:49]1.[CH3:51][N:52]([CH3:53])[CH:54]=[O:55].[CH:1]1([N:6]2[c:7]3[c:8]([cH:17][n:18][c:19]([NH:21][c:22]4[c:23]([O:31][CH3:32])[cH:24][c:25]([C:26](=[O:27])[OH:28])[cH:29][cH:30]4)[n:20]3)[N:9]([CH3:16])[C:10](=[O:15])[C:11]([F:13])([F:14])[CH2:12]2)[CH2:2][CH2:3][CH2:4][CH2:5]1.[OH2:56]>>[CH:1]1([N:6]2[c:7]3[c:8]([cH:17][n:18][c:19]([NH:21][c:22]4[c:23]([O:31][CH3:32])[cH:24][c:25]([C:26](=[O:27])[NH:50][CH:47]5[CH2:46][CH2:45][N:44]([CH2:42][CH3:43])[CH2:49][CH2:48]5)[cH:29][cH:30]4)[n:20]3)[N:9]([CH3:16])[C:10](=[O:15])[C:11]([F:13])([F:14])[CH2:12]2)[CH2:2][CH2:3][CH2:4][CH2:5]1. The reactants are [OH-].[Na+] (NaOH), C(C)OC(CN1CCN(CC1)C(CCC1=CC(=C(C(=C1)OC)OC)OC)=O)=O ({4-[3-(3,4,5-Trimethoxy-phenyl)-propionyl]-piperazin-1-yl}-acetic acid ethyl ester), Cl (HCl). Solvent: CO (MeOH), CCOC(=O)C (EtOAc). Conditions: time 1 hour. The product is COC=1C=C(C=C(C1OC)OC)CCC(=O)N1CCN(CC1)CC(=O)O ({4-[3-(3,4,5-Trimethoxy-phenyl)-propionyl]piperazin-1-yl}-acetic acid). Yield: 96.1%. Reaction SMILES: C([O:3][C:4](=[O:28])[CH2:5][N:6]1[CH2:11][CH2:10][N:9]([C:12](=[O:27])[CH2:13][CH2:14][C:15]2[CH:20]=[C:19]([O:21][CH3:22])[C:18]([O:23][CH3:24])=[C:17]([O:25][CH3:26])[CH:16]=2)[CH2:8][CH2:7]1)C.[OH-].[Na+].Cl>CO.CCOC(C)=O>[CH3:26][O:25][C:17]1[CH:16]=[C:15]([CH2:14][CH2:13][C:12]([N:9]2[CH2:8][CH2:7][N:6]([CH2:5][C:4]([OH:28])=[O:3])[CH2:11][CH2:10]2)=[O:27])[CH:20]=[C:19]([O:21][CH3:22])[C:18]=1[O:23][CH3:24] |f:1.2|. Reported procedure: Dissolve {4-[3-(3,4,5-Trimethoxy-phenyl)-propionyl]-piperazin-1-yl}-acetic acid ethyl ester (66) (100 mg, 0.25 mmol) in MeOH (2.0 mL) at it and add 2M aqu NaOH (260 μL, 0.52 mmol). Stir the reaction mixture for 1 h under reflux. Add dropwise 1M aqu. HCl (550 μL, 0.55 mmol), extract the mixture with EtOAc (3 times) and remove solvent obtain {4-[3-(3,4,5-Trimethoxy-phenyl)-propionyl]piperazin-1-yl}-acetic acid (67) (88 mg, 95%) as a brown sticky solid. No further purification. 1H NMR (400 MHz, CDC... Reactants: [N+](=O)([O-])C1=CC2=C(CC3NCCN2C3)C=C1 (9-nitro-3,4,5,6-tetrahydro-2H-1,5-methano-1,4-benzodiazocine), C(C=C)Br (allyl bromide), C([O-])(O)=O.[Na+] (sodium bicarbonate), Cl (hydrogen chloride). Run in CN(C=O)C (N,N-dimethylformamide), C(C)(=O)OCC (ethyl acetate). Run at time 8 hour. Product: C(C=C)N1CCN2C3=C(CC1C2)C=CC(=C3)[N+](=O)[O-] (4-allyl-9-nitro-3,4,5,6-tetrahydro-2H-1,5-methano-1,4-benzodiazocine). As a reaction SMILES: [N+:1]([C:4]1[CH:16]=[CH:15][C:7]2[CH2:8][CH:9]3[CH2:14][N:13]([C:6]=2[CH:5]=1)[CH2:12][CH2:11][NH:10]3)([O-:3])=[O:2].[CH2:17](Br)[CH:18]=[CH2:19].C(=O)(O)[O-].[Na+].Cl>C(OCC)(=O)C.CN(C)C=O>[CH2:19]([N:10]1[CH:9]2[CH2:14][N:13]([C:6]3[CH:5]=[C:4]([N+:1]([O-:3])=[O:2])[CH:16]=[CH:15][C:7]=3[CH2:8]2)[CH2:12][CH2:11]1)[CH:18]=[CH2:17] |f:2.3|. Reported procedure: A mixture of 9-nitro-3,4,5,6-tetrahydro-2H-1,5-methano-1,4-benzodiazocine (17.5 g.), allyl bromide (7.6 ml.), sodium bicarbonate (1 teaspoon) and N,N-dimethylformamide (200 ml.) was stirred overnight at room temperature, then concentrated to dryness. The residue was partitioned between dilute aqueous sodium hydroxide and isopropyl acetate. The isopropyl acetate layer was washed with dilute aqueous sodium hydroxide and brine, filtered and concentrated to dryness. The residue was recrystallized fr... The reactants are COC(=O)C=1C=CC2=C(C=3SC(=CC3CCO2)C(N(C)C2=C(C=C(C=C2)Cl)Cl)=O)C1 (2-[(2,4-dichloro-phenyl)-methyl-carbamoyl]-4,5-dihydro-6-oxa-1-thia-benzo[e]azulene-9-carboxylic acid methyl ester), [OH-].[Na+] (sodium hydroxide), Cl (hydrochloric acid). The solvent is C1CCOC1 (THF), C(C)O (ethanol). Run at time 16 hour. Product: ClC1=C(C=CC(=C1)Cl)N(C(=O)C1=CC=2CCOC3=C(C2S1)C=C(C=C3)C(=O)O)C (2-[(2,4-dichloro-phenyl)-methyl-carbamoyl]-4,5-dihydro-6-oxa-1-thia-benzo[e]azulene-9-carboxylic acid). RXN SMILES: C[O:2][C:3]([C:5]1[CH:6]=[CH:7][C:8]2[O:17][CH2:16][CH2:15][C:14]3[CH:13]=[C:12]([C:18](=[O:29])[N:19]([C:21]4[CH:26]=[CH:25][C:24]([Cl:27])=[CH:23][C:22]=4[Cl:28])[CH3:20])[S:11][C:10]=3[C:9]=2[CH:30]=1)=[O:4].[OH-].[Na+].Cl>C1COCC1.C(O)C>[Cl:28][C:22]1[CH:23]=[C:24]([Cl:27])[CH:25]=[CH:26][C:21]=1[N:19]([CH3:20])[C:18]([C:12]1[S:11][C:10]2[C:9]3[CH:30]=[C:5]([C:3]([OH:4])=[O:2])[CH:6]=[CH:7][C:8]=3[O:17][CH2:16][CH2:15][C:14]=2[CH:13]=1)=[O:29] |f:1.2|. Procedure details: To a solution of 2-[(2,4-dichloro-phenyl)-methyl-carbamoyl]-4,5-dihydro-6-oxa-1-thia-benzo[e]azulene-9-carboxylic acid methyl ester (700 mg) in THF (8 mL) and ethanol (4 mL) was added sodium hydroxide solution (121 mg in 4 mL of water) and the reaction stirred at room temperature for 16 h. The reaction was then acidified with 2 M hydrochloric acid and the resulting solid was filtered and air-dried to give 2-[(2,4-dichloro-phenyl)-methyl-carbamoyl]-4,5-dihydro-6-oxa-1-thia-benzo[e]azulene-9-carbo... The reactants are O=C(n1ccnc1)n1ccnc1, Cc1ccccc1, CC(C)c1ccc(CO)cc1. Product: CC(C)c1ccc(COC(=O)n2ccnc2)cc1. RXN SMILES: [C:12](=[O:13])([n:14]1[cH:15][n:16][cH:17][cH:18]1)[n:19]1[cH:20][cH:21][n:22][cH:23]1.[CH3:24][c:25]1[cH:26][cH:27][cH:28][cH:29][cH:30]1.[CH:1]([CH3:2])([CH3:3])[c:4]1[cH:5][cH:6][c:7]([CH2:8][OH:9])[cH:10][cH:11]1>>[CH:1]([CH3:2])([CH3:3])[c:4]1[cH:5][cH:6][c:7]([CH2:8][O:9][C:12](=[O:13])[n:14]2[cH:15][n:16][cH:17][cH:18]2)[cH:10][cH:11]1.